Dataset: the Open Reaction Database (ORD), a public repository of structured organic reaction records. Task: describe an organic reaction: reactants, conditions, products, and yield Reactants: NC[C@@H]1[C@H]2C[C@H]2CN1C(=O)C=1N=C(SC1C=1C=C(C=CC1)C)C (((1S,2S,5R)-2-Aminomethyl-3-aza-bicyclo[3.1.0]hex-3-yl)-(2-methyl-5-m-tolyl-thiazol-4-yl)-methanone), CN1N=C(C=C1C(=O)O)C (2,5-Dimethyl-2H-pyrazole-3-carboxylic acid). The product is CC=1SC(=C(N1)C(=O)N1[C@@H]([C@H]2C[C@H]2C1)CNC(=O)C=1N(N=C(C1)C)C)C=1C=C(C=CC1)C (2,5-Dimethyl-2H-pyrazole-3-carboxylic Acid[(1S,2S,5R)-3-(2-methyl-5-m-tolyl-thiazole-4-carbonyl)-3-aza-bicyclo[3.1.0]hex-2-ylmethyl]-amide). RXN SMILES: [NH2:1][CH2:2][C@H:3]1[N:8]([C:9]([C:11]2[N:12]=[C:13]([CH3:23])[S:14][C:15]=2[C:16]2[CH:17]=[C:18]([CH3:22])[CH:19]=[CH:20][CH:21]=2)=[O:10])[CH2:7][C@H:6]2[C@@H:4]1[CH2:5]2.[CH3:24][N:25]1[C:29]([C:30](O)=[O:31])=[CH:28][C:27]([CH3:33])=[N:26]1>>[CH3:23][C:13]1[S:14][C:15]([C:16]2[CH:17]=[C:18]([CH3:22])[CH:19]=[CH:20][CH:21]=2)=[C:11]([C:9]([N:8]2[CH2:7][C@H:6]3[C@H:4]([CH2:5]3)[C@H:3]2[CH2:2][NH:1][C:30]([C:29]2[N:25]([CH3:24])[N:26]=[C:27]([CH3:33])[CH:28]=2)=[O:31])=[O:10])[N:12]=1. Procedure details: prepared by reaction of ((1S,2S,5R)-2-Aminomethyl-3-aza-bicyclo[3.1.0]hex-3-yl)-(2-methyl-5-m-tolyl-thiazol-4-yl)-methanone with 2,5-Dimethyl-2H-pyrazole-3-carboxylic acid. LC-MS (basic): tR=0.84 min; [M+H]+=450.3.